This data is from the Open Reaction Database (ORD), a public repository of structured organic reaction records. The task is: describe an organic reaction: reactants, conditions, products, and yield Starting materials: FC(ON=C(C(=O)OC(C)(C)C)C(C)=O)F (tert-butyl 2-difluoromethoxyimino-3-oxobutyrate), S(=O)(=O)(Cl)Cl (sulfuryl chloride). Solvent: C(C)(=O)O (acetic acid). Reaction conditions: time 7 hour. Product: ClCC(C(C(=O)O)=NOC(F)F)=O (4-chloro-2-difluoromethoxyimino-3-oxobutyric acid). RXN SMILES: [F:1][CH:2]([F:16])[O:3][N:4]=[C:5]([C:13](=[O:15])[CH3:14])[C:6]([O:8]C(C)(C)C)=[O:7].S(Cl)([Cl:20])(=O)=O>C(O)(=O)C>[Cl:20][CH2:14][C:13](=[O:15])[C:5](=[N:4][O:3][CH:2]([F:16])[F:1])[C:6]([OH:8])=[O:7]. Procedure: To a solution of tert-butyl 2-difluoromethoxyimino-3-oxobutyrate (5.0 g) in acetic acid (5 ml) was added sulfuryl chloride (8.5 ml). The mixture was stirred at 60°-63° C. for 7 hours. The solvent was evaporated in vacuo to give 4-chloro-2-difluoromethoxyimino-3-oxobutyric acid (4.5 g) as a glassy mass.